The task is: describe an organic reaction: reactants, conditions, products, and yield. This data is from the Open Reaction Database (ORD), a public repository of structured organic reaction records. The reactants are C(C)(=O)C1=NN(C(=C1)C)CCOC(=O)Cl (3-Acetyl-1-[2-(chlorocarbonyloxy)ethyl]-5-methylpyrazole), Cl.CNC (dimethylamine hydrochloride), N1=CC=CC=C1 (pyridine). Run in ClCCl (dichloromethane). Conditions: time 1.5 hour. Product: C(C)(=O)C1=NN(C(=C1)C)CCOC(=O)N(C)C (3-acetyl-1-[2-(N,N-dimethylaminocarbonyloxy)ethyl]-5-methylpyrazole). As a reaction SMILES: [C:1]([C:4]1[CH:8]=[C:7]([CH3:9])[N:6]([CH2:10][CH2:11][O:12][C:13](Cl)=[O:14])[N:5]=1)(=[O:3])[CH3:2].Cl.[CH3:17][NH:18][CH3:19].N1C=CC=CC=1>ClCCl>[C:1]([C:4]1[CH:8]=[C:7]([CH3:9])[N:6]([CH2:10][CH2:11][O:12][C:13]([N:18]([CH3:19])[CH3:17])=[O:14])[N:5]=1)(=[O:3])[CH3:2] |f:1.2|. Procedure: 3-Acetyl-1-[2-(chlorocarbonyloxy)ethyl]-5-methylpyrazole (prepared in Example 22, Preparation 1) in dry dichloromethane (20 ml) was treated with dimethylamine hydrochloride (367 mg) and pyridine (712 mg) and the mixture stirred for 1.5 h. The mixture was then partitioned between ethyl acetate and 1M aqueous HCl. The organic phase was separated, washed with 1M aqueous HCl, saturated aqueous NaHCO3 and brine then dried over MgSO4 and evaporated. The residue was chromatographed on silica gel elutin... Reactants: Brc1ccc(N(c2ccc3ccccc3c2)c2ccc3ccccc3c2)cc1, [Li]CCCC, C1CCOC1, CC(C)OB1OC(C)(C)C(C)(C)O1, ClC(Cl)Cl, O. The product is CC1(C)OB(c2ccc(N(c3ccc4ccccc4c3)c3ccc4ccccc4c3)cc2)OC1(C)C. As a reaction SMILES: [Br:1][c:2]1[cH:3][cH:4][c:5]([N:8]([c:9]2[cH:10][c:11]3[cH:12][cH:13][cH:14][cH:15][c:16]3[cH:17][cH:18]2)[c:19]2[cH:20][c:21]3[cH:22][cH:23][cH:24][cH:25][c:26]3[cH:27][cH:28]2)[cH:6][cH:7]1.[CH2:29]([Li:30])[CH2:31][CH2:32][CH3:33].[CH2:48]1[O:49][CH2:50][CH2:51][CH2:52]1.[CH:34]([O:35][B:38]1[O:39][C:40]([CH3:45])([CH3:46])[C:41]([CH3:43])([CH3:44])[O:42]1)([CH3:36])[CH3:37].[CH:53]([Cl:54])([Cl:55])[Cl:56].[OH2:47]>>[c:2]1([B:38]2[O:39][C:40]([CH3:45])([CH3:46])[C:41]([CH3:43])([CH3:44])[O:42]2)[cH:3][cH:4][c:5]([N:8]([c:9]2[cH:10][c:11]3[cH:12][cH:13][cH:14][cH:15][c:16]3[cH:17][cH:18]2)[c:19]2[cH:20][c:21]3[cH:22][cH:23][cH:24][cH:25][c:26]3[cH:27][cH:28]2)[cH:6][cH:7]1. Reactants: COC(C)NC(C)=O (N-α-methoxyethyl-acetamide), C(C)I (ethyl iodide), [OH-].[Na+] (sodium hydroxide). Product: COC(C)N(C(C)=O)CC (N-α-methoxyethyl-N-etyl-acetamide). Yield: 51.0%. As a reaction SMILES: [CH3:1][O:2][CH:3]([NH:5][C:6](=[O:8])[CH3:7])[CH3:4].[CH2:9](I)[CH3:10].[OH-].[Na+]>>[CH3:1][O:2][CH:3]([N:5]([CH2:9][CH3:10])[C:6](=[O:8])[CH3:7])[CH3:4] |f:2.3|. Reported procedure: 58.5 g (0.5 mole) of N-α-methoxyethyl-acetamide and 84.2 g (0.55 mole) of ethyl iodide are simultaneously added dropwise to 300 ml of 50% strength sodium hydroxide solution at 10° C. Two hours after the addition has ended, the phases are separated in a separating funnel, the aqueous portion is extracted with hexane and, after stripping off the solvent, the residue is distilled in vacuo. 37 g (51% of theory) of N-α-methoxyethyl-N-etyl-acetamide of boiling point16 83°-85° C. are obtained. Starting materials: O1CCOC12CCC(CC2)C(C=C)NS(=O)C(C)(C)C (N-(1-(1,4-dioxaspiro[4.5]decan-8-yl)allyl)-2-methylpropane-2-sulfinamide), Cl (HCl). The solvent is CO (methanol). Run at time 8 hour. Yields the product O1CCOC12CCC(CC2)C(C=C)N (1-(1,4-dioxaspiro[4.5]decan-8-yl)prop-2-en-1-amine). As a reaction SMILES: [O:1]1[C:5]2([CH2:10][CH2:9][CH:8]([CH:11]([NH:14]S(C(C)(C)C)=O)[CH:12]=[CH2:13])[CH2:7][CH2:6]2)[O:4][CH2:3][CH2:2]1.Cl>CO>[O:1]1[C:5]2([CH2:10][CH2:9][CH:8]([CH:11]([NH2:14])[CH:12]=[CH2:13])[CH2:7][CH2:6]2)[O:4][CH2:3][CH2:2]1. Procedure: A solution of N-(1-(1,4-dioxaspiro[4.5]decan-8-yl)allyl)-2-methylpropane-2-sulfinamide (1.38 g, 4.58 mmol), prepared in the previous step, was dissolved in methanol (100 mL) and treated with HCl (15 mL. 18.7 mmol, 1.25 M in MeOH), stirring overnight at room temperature. The reaction mixture was concentrated in vacuo, triturated with ether, decanting the supernatant several times and the residue dried under high vacuum afford the product as a white foam (HCl salt). RXN SMILES: [C:1]([O:4][C:5]1[CH:22]=[CH:21][C:20]2[C@@H:19]3[C@H:10]([C@H:11]4[C@@:15]([CH2:17][CH2:18]3)([CH3:16])[C@@H:14]([OH:23])[CH2:13][CH2:12]4)[CH2:9][CH2:8][C:7]=2[CH:6]=1)(=[O:3])[CH3:2].[CH3:24][S:25](Cl)(=[O:27])=[O:26]>N1C=CC=CC=1.O>[C:1]([O:4][C:5]1[CH:22]=[CH:21][C:20]2[C@@H:19]3[C@H:10]([C@H:11]4[C@@:15]([CH2:17][CH2:18]3)([CH3:16])[C@@H:14]([O:23][S:25]([CH3:24])(=[O:27])=[O:26])[CH2:13][CH2:12]4)[CH2:9][CH2:8][C:7]=2[CH:6]=1)(=[O:3])[CH3:2]. Product: C(C)(=O)OC1=CC=2CC[C@H]3[C@@H]4CC[C@@H]([C@@]4(C)CC[C@@H]3C2C=C1)OS(=O)(=O)C (3-Acetoxy-17β-methanesulphonyloxy-oestra-1,3,5(10)-triene). Procedure details: 3-Acetoxy-oestra-1,3,5(10)-trien-17β-ol (500 mg., 1.6 mmole) in pyridine (2 ml.) was treated at room temperature for 16 hr. with methanesulphonyl chloride (1 ml.). The solution was diluted slowly with water (25 ml.) then the product was extracted into ether (50 ml.). The extract was washed with 2N-sulphuric acid (25 ml.) then water (50 ml.) and the solvent was evaporated in vacuo. Crystallisation of the residue from slightly aqueous methanol gave the title compound in two crops (total 519 mg., 9... Reactants: C(C)(=O)OC1=CC=2CC[C@H]3[C@@H]4CC[C@@H]([C@@]4(C)CC[C@@H]3C2C=C1)O (3-Acetoxy-oestra-1,3,5(10)-trien-17β-ol), CS(=O)(=O)Cl (methanesulphonyl chloride). The solvent is N1=CC=CC=C1 (pyridine), O (water).